Dataset: the Open Reaction Database (ORD), a public repository of structured organic reaction records. Task: describe an organic reaction: reactants, conditions, products, and yield Reactants: [C@@H]1([C@@H](O)[C@H](O)[C@H](O1)CO)N1C2=NC(=NC(=C2N=C1)N)F (9-β-D-arabinofuranosyl-2-fluoroadenine), P(=O)(Cl)(Cl)Cl (phosphorous oxychloride), alkyl phosphate, C(C)OP(=O)(OCC)OCC (triethylphosphate), COP(=O)(OC)OC (trimethylphosphate). The solvent is O (water). Product: 9-β-D-arabinofuranosyl-2-fluoroadenine-5'-phosphate, C1=NC2=C(N=C(N=C2N1[C@H]3[C@H]([C@@H]([C@H](O3)COP(=O)(O)O)O)O)F)N (fludarabine phosphate). RXN SMILES: [C@@H:1]1([N:10]2[CH:18]=[N:17][C:16]3[C:11]2=[N:12][C:13]([F:20])=[N:14][C:15]=3[NH2:19])[O:7][C@H:6]([CH2:8][OH:9])[C@@H:4]([OH:5])[C@@H:2]1[OH:3].P(Cl)(Cl)(Cl)=O.C([O:28][P:29](OCC)([O:31]CC)=[O:30])C.COP(OC)(OC)=O>O>[CH:18]1[N:10]([C@@H:1]2[O:7][C@H:6]([CH2:8][O:9][P:29]([OH:31])([OH:30])=[O:28])[C@@H:4]([OH:5])[C@@H:2]2[OH:3])[C:11]2[C:16](=[C:15]([NH2:19])[N:14]=[C:13]([F:20])[N:12]=2)[N:17]=1. Procedure details: Phosphorylation: The product from step (e) is mixed with phosphorous oxychloride in an alkyl phosphate such as triethylphosphate, or trimethylphosphate, followed by hydrolysis in water to yield the prodrug 9-β-D-arabinofuranosyl-2-fluoroadenine-5'-phosphate or fludarabine phosphate. Reaction SMILES: [C:1]([C:3]1[C:4]([C:17]([F:20])([F:19])[F:18])=[C:5]2[C:9](=[CH:10][CH:11]=1)[N:8]([CH2:12][C:13](O)=O)[C:7]([CH3:16])=[CH:6]2)#[N:2].[F:21][C:22]([F:34])([F:33])[C:23]1[N:28]=[CH:27][C:26]([C:29]([NH:31][NH2:32])=[O:30])=[CH:25][CH:24]=1>>[CH3:16][C:7]1[N:8]([CH2:12][C:13]2[O:30][C:29]([C:26]3[CH:27]=[N:28][C:23]([C:22]([F:33])([F:21])[F:34])=[CH:24][CH:25]=3)=[N:31][N:32]=2)[C:9]2[C:5]([CH:6]=1)=[C:4]([C:17]([F:19])([F:18])[F:20])[C:3]([C:1]#[N:2])=[CH:11][CH:10]=2. The product is CC=1N(C2=CC=C(C(=C2C1)C(F)(F)F)C#N)CC=1OC(=NN1)C=1C=NC(=CC1)C(F)(F)F (2-Methyl-4-(trifluoromethyl)-1-({5-[6-(trifluoromethyl)-3-pyridinyl]-1,3,4-oxadiazol-2-yl}methyl)-1H-indole-5-carbonitrile). Procedure details: Synthesized as described in Example 35C using [5-cyano-2-methyl-4-(trifluoromethyl)-1H-indol-1-yl]acetic acid and 6-(trifluoromethyl)-3-pyridinecarbohydrazide: 1H NMR (400 MHz, DMSO-d6) δ 9.27 (s, 1H), 8.54 (d, J=8.3 Hz, 1H), 8.11 (d, J=8.3 Hz, 1H), 8.08 (d, J=8.3 Hz, 1H), 7.78 (d, J=8.3 Hz, 1H), 6.66 (s, 1H), 6.03 (s, 2H), 2.58 (s, 3H); MS (ES) m/z 474 (M+Na). Starting materials: C(#N)C=1C(=C2C=C(N(C2=CC1)CC(=O)O)C)C(F)(F)F ([5-cyano-2-methyl-4-(trifluoromethyl)-1H-indol-1-yl]acetic acid), FC(C1=CC=C(C=N1)C(=O)NN)(F)F (6-(trifluoromethyl)-3-pyridinecarbohydrazide). Run at time 10 day. The reactants are BrCC(CCCCl)=O (1-bromo-5-chloro-2-pentanone), C(C)(=S)N (thioacetamide). Reaction SMILES: [Br:1][CH2:2][C:3](=O)[CH2:4][CH2:5][CH2:6][Cl:7].[C:9]([NH2:12])(=[S:11])[CH3:10]>CO.C(OCC)C>[BrH:1].[Cl:7][CH2:6][CH2:5][CH2:4][C:3]1[N:12]=[C:9]([CH3:10])[S:11][CH:2]=1 |f:4.5|. Procedure details: A solution of 1-bromo-5-chloro-2-pentanone (6.7 g) and thioacetamide (2.5 g) in methanol (10 ml) was stirred at 50° C. for 5 hours. After concentration of the reaction mixture, the residue was allowed to stand for 10 days. The crystalline residue was suspended in a mixture of methanol and diethyl ether and the remained solid was collected by filtration to give brown powder (7.3 g) of 4-(3-chloropropyl)-2-methylthiazole monohydrobromide. Run in CO (methanol), CO (methanol), C(C)OCC (diethyl ether). The yield is 85.5%. Product: Br.ClCCCC=1N=C(SC1)C (4-(3-chloropropyl)-2-methylthiazole monohydrobromide). Starting materials: C(C)(C)(C)C1=CC=C(C=C1)C1=NN2C(=NC(=C(C2=O)[N+](=O)[O-])O)S1 (2-(4-tert-butylphenyl)-7-hydroxy-6-nitro-5H-[1,3,4]thiadiazolo[3,2-a]pyrimidin-5-one), P(=O)(Cl)(Cl)Cl (phosphorus oxychloride), CCN(CC)C=1C=CC=CC1 (diethylaniline). Product: C(C)(C)(C)C1=CC=C(C=C1)C1=NN2C(=NC(=C(C2=O)[N+](=O)[O-])Cl)S1 (2-(4-tert-butylphenyl)-7-chloro-6-nitro-5H-[1,3,4]thiadiazolo[3,2-a]pyrimidin-5-one). Reaction SMILES: [C:1]([C:5]1[CH:10]=[CH:9][C:8]([C:11]2[S:24][C:14]3=[N:15][C:16](O)=[C:17]([N+:20]([O-:22])=[O:21])[C:18](=[O:19])[N:13]3[N:12]=2)=[CH:7][CH:6]=1)([CH3:4])([CH3:3])[CH3:2].P(Cl)(Cl)([Cl:27])=O.CCN(C1C=CC=CC=1)CC>>[C:1]([C:5]1[CH:10]=[CH:9][C:8]([C:11]2[S:24][C:14]3=[N:15][C:16]([Cl:27])=[C:17]([N+:20]([O-:22])=[O:21])[C:18](=[O:19])[N:13]3[N:12]=2)=[CH:7][CH:6]=1)([CH3:4])([CH3:3])[CH3:2]. Procedure: 6.0 g of 2-(4-tert-butylphenyl)-7-hydroxy-6-nitro-5H-[1,3,4]thiadiazolo[3,2-a]pyrimidin-5-one was added to a mixture of 25 ml of phosphorus oxychloride and 4 ml of diethylaniline, and the resulting mixture was heated at a temperature of 70° to 80° C. for 2 hours. After cooling, the precipitate formed was filtered, washed successively with water, isopropanol and diethyl ether to obtain 4.3 g of 2-(4-tert-butylphenyl)-7-chloro-6-nitro-5H-[1,3,4]thiadiazolo[3,2-a]pyrimidin-5-one as crystals having ... The reactants are C1(CC1)N1C=C(C(C2=CC(=C(C(=C12)F)N1CC=2CNCC2C1)F)=O)C(=O)O (1-cyclopropyl 6,8-difluoro-7-[3,7-diazabicyclo [3.3.0]-oct-1(5)-en-3-yl]-1,4-dihydro-4-oxoquinoline-3-carboxyl-ic acid), C(C)I (ethyliodide), C([O-])([O-])=O.[K+].[K+] (potassium carbonate), O (water). Solvent: CN(C=O)C (dimethyl formamide). Reaction conditions: time 24 hour. The product is C1(CC1)N1C=C(C(C2=CC(=C(C(=C12)F)N1CC=2CN(CC2C1)CC)F)=O)C(=O)O (1-cyclopropyl-6,8-difluoro-7-[7-ethyl-3,7-diazabicyclo [3.3.0] oct-1(5)-en-3-yl]-1,4-dihydro-4-oxoquinoline-3-carboxylic acid). Isolated yield 52.8%. Reaction SMILES: [CH:1]1([N:4]2[C:13]3[C:8](=[CH:9][C:10]([F:23])=[C:11]([N:15]4[CH2:22][C:21]5[CH2:20][NH:19][CH2:18][C:17]=5[CH2:16]4)[C:12]=3[F:14])[C:7](=[O:24])[C:6]([C:25]([OH:27])=[O:26])=[CH:5]2)[CH2:3][CH2:2]1.[CH2:28](I)[CH3:29].C(=O)([O-])[O-].[K+].[K+].O>CN(C)C=O>[CH:1]1([N:4]2[C:13]3[C:8](=[CH:9][C:10]([F:23])=[C:11]([N:15]4[CH2:22][C:21]5[CH2:20][N:19]([CH2:28][CH3:29])[CH2:18][C:17]=5[CH2:16]4)[C:12]=3[F:14])[C:7](=[O:24])[C:6]([C:25]([OH:27])=[O:26])=[CH:5]2)[CH2:2][CH2:3]1 |f:2.3.4|. Procedure details: To a solution of 1-cyclopropyl 6,8-difluoro-7-[3,7-diazabicyclo [3.3.0]-oct-1(5)-en-3-yl]-1,4-dihydro-4-oxoquinoline-3-carboxyl-ic acid (0.37 g) in dimethyl formamide (30 ml), which was prepared in Example 11, ethyliodide (0.17 g) and potassium carbonate (powder, 1 g) were added and stirred at room temperature for 24 hours. To the reaction mixture, water (100 ml) was added and the precipitate was filtered. The filter cake was purified by silica gel column chromatography (CHCl3 :methanol:acetic a...